This data is from the Open Reaction Database (ORD), a public repository of structured organic reaction records. The task is: describe an organic reaction: reactants, conditions, products, and yield The reactants are S(O)(O)(=O)=O (sulfuric acid), NC1=C(C(=O)C2=CC(=C(C=C2)OC)OC)C=C(C(=C1)OC)OC (2-amino-4,5,3',4'-tetramethoxybenzophenone), C(C)(=O)CC(C)=O (acetylacetone). Solvent: C(C)(=O)O (acetic acid). Reaction conditions: temperature 100 celsius, time 2.5 hour. Product: C(C)(=O)C=1C(=NC2=CC(=C(C=C2C1C1=CC(=C(C=C1)OC)OC)OC)OC)C (3-acetyl-4-(3,4-dimethoxyphenyl )-6,7-dimethoxy-2-methyl-quinoline). The yield is 81.4%. As a reaction SMILES: S(=O)(=O)(O)O.[NH2:6][C:7]1[CH:24]=[C:23]([O:25][CH3:26])[C:22]([O:27][CH3:28])=[CH:21][C:8]=1[C:9]([C:11]1[CH:16]=[CH:15][C:14]([O:17][CH3:18])=[C:13]([O:19][CH3:20])[CH:12]=1)=O.[C:29]([CH2:32][C:33](=O)[CH3:34])(=[O:31])[CH3:30]>C(O)(=O)C>[C:29]([C:32]1[C:33]([CH3:34])=[N:6][C:7]2[C:8]([C:9]=1[C:11]1[CH:16]=[CH:15][C:14]([O:17][CH3:18])=[C:13]([O:19][CH3:20])[CH:12]=1)=[CH:21][C:22]([O:27][CH3:28])=[C:23]([O:25][CH3:26])[CH:24]=2)(=[O:31])[CH3:30]. Procedure details: Conc. sulfuric acid (0.185 ml ) was added to a mixture of 2-amino-4,5,3',4'-tetramethoxybenzophenone (10.0 g), acetylacetone (3.78 g) and acetic acid (75 ml), and the mixture was stirred at 100° C. for 2.5 hours. The reaction mixture was concentrated under reduced pressure. The residue was poured into water and made alkaline with 2N sodium hydroxide, and extracted with chloroform. The chloroform layer was washed with water and dried over magnesium sulfate, and the solvent was evaporated under re... Reactants: O1CC1CC (1,2-epoxybutane), COC1=CC=C(C=C1)O (4-methoxyphenol), [OH-].[K+] (potassium hydroxide), C(C(=C)C)(=O)O (methacrylic acid). Run in [OH-].[Na+] (NaOH). Conditions: temperature 88 celsius, time 8 hour. Yields the product C(C(=C)C)(=O)OCC(CC)O (2-hydroxybutyl methacrylate). As a reaction SMILES: [O:1]1[CH:3]([CH2:4][CH3:5])[CH2:2]1.COC1C=CC(O)=CC=1.[OH-].[K+].[C:17]([OH:22])(=[O:21])[C:18]([CH3:20])=[CH2:19]>[OH-].[Na+]>[C:17]([O:22][CH2:2][CH:3]([OH:1])[CH2:4][CH3:5])(=[O:21])[C:18]([CH3:20])=[CH2:19] |f:2.3,5.6|. Procedure: A blend of 72 grams 1,2-epoxybutane (Aldrich), 0.85 g 4-methoxyphenol (Aldrich), and 6.5 g potassium hydroxide was stirred in a 500 ml round bottomed flask equipped with an addition funnel and thermocouple thermometer. 172 g methacrylic acid was added via the addition funnel, and the blend was slowly to 75° C., and stirred overnight under an air, then increased to 88° C. for 4 hours. The mixture was cooled, and 700 ml of 2.0 N NaOH was added to the mixture in a separatory funnel. The upper layer... Run at time 1.5 hour. Run in ClCCl (dichloromethane). As a reaction SMILES: [Cl:1][C:2]1[CH:3]=[C:4]([C:9]2([C:24]([F:27])([F:26])[F:25])[S:13][N:12]=[C:11]([C:14]3[CH:22]=[CH:21][C:17]([C:18](O)=[O:19])=[C:16]([CH3:23])[CH:15]=3)[CH2:10]2)[CH:5]=[C:6]([Cl:8])[CH:7]=1.C[N:29](C)C=O.C(Cl)(=O)C(Cl)=O>ClCCl>[Cl:1][C:2]1[CH:3]=[C:4]([C:9]2([C:24]([F:27])([F:26])[F:25])[S:13][N:12]=[C:11]([C:14]3[CH:22]=[CH:21][C:17]([C:18]([NH2:29])=[O:19])=[C:16]([CH3:23])[CH:15]=3)[CH2:10]2)[CH:5]=[C:6]([Cl:8])[CH:7]=1. Starting materials: ClC=1C=C(C=C(C1)Cl)C1(CC(=NS1)C1=CC(=C(C(=O)O)C=C1)C)C(F)(F)F (4-[5-(3,5-dichlorophenyl)-5-(trifluoromethyl)-4H-isothiazol-3-yl]-2-methyl-benzoic acid), CN(C=O)C (N,N-dimethylformamide), C(C(=O)Cl)(=O)Cl (oxalyl chloride). Product: ClC=1C=C(C=C(C1)Cl)C1(CC(=NS1)C1=CC(=C(C(=O)N)C=C1)C)C(F)(F)F (4-[5-(3,5-dichlorophenyl)-5-(trifluoromethyl)-4H-isothiazol-3-yl]-2-methyl-benzamide). Procedure details: A solution of 4-[5-(3,5-dichlorophenyl)-5-(trifluoromethyl)-4H-isothiazol-3-yl]-2-methyl-benzoic acid (1.65 g) was suspended in dichloromethane (16 mL). A catalytic amount of N,N-dimethylformamide (“DMF”) and oxalyl chloride (1.2 eq.) were added to the suspension. The reaction mixture was stirred at ambient temperature for 1.5 hour. The reaction mixture was concentrated and the residue dissolved in dry tetrahydrofuran (16 mL). To the solution was added a solution of ammonium hydroxide (8 mL, 25%... Starting materials: CC1=C(C(=CC(=C1C)Cl)C)O (2,3,6-trimethyl-4-chlorophenol), [Cr](=O)(=O)(O)O (chromic acid). Solvent: C(C)(=O)O (acetic acid). Product: CC=1C(C(=CC(C1C)=O)C)=O (2,3,6-trimethyl-p-benzoquinone). Yield: 83.9%. Reaction SMILES: [CH3:1][C:2]1[C:7]([CH3:8])=[C:6](Cl)[CH:5]=[C:4]([CH3:10])[C:3]=1[OH:11].[Cr](O)(O)(=O)=[O:13]>C(O)(=O)C>[CH3:1][C:2]1[C:3](=[O:11])[C:4]([CH3:10])=[CH:5][C:6](=[O:13])[C:7]=1[CH3:8]. Procedure: 17.0 g (0.1 mole) of 2,3,6-trimethyl-4-chlorophenol obtained in Example 1 (A) was oxidized with a solution prepared by dissolving 15 g of chromic acid in 20 g of acetic acid. The reaction solution was treated in the same manner as in Example 1 to obtain 12.6 g of 2,3,6-trimethyl-p-benzoquinone (84% in yield). The product is CS(=O)(=O)c1cccc(N2CCNCC2)c1F. RXN SMILES: [CH3:22][CH2:23][OH:24].[ClH:25].[F:1][c:2]1[c:3]([N:12]2[CH2:13][CH2:14][N:15]([C:18]([O:19][CH3:20])=[O:21])[CH2:16][CH2:17]2)[cH:4][cH:5][cH:6][c:7]1[S:8](=[O:9])(=[O:10])[CH3:11]>>[F:1][c:2]1[c:3]([N:12]2[CH2:13][CH2:14][NH:15][CH2:16][CH2:17]2)[cH:4][cH:5][cH:6][c:7]1[S:8](=[O:9])(=[O:10])[CH3:11]. The reactants are CCO, Cl, COC(=O)N1CCN(c2cccc(S(C)(=O)=O)c2F)CC1.